This data is from the Open Reaction Database (ORD), a public repository of structured organic reaction records. The task is: describe an organic reaction: reactants, conditions, products, and yield Starting materials: [K+], [K+], Nc1c(Nc2cccnc2Cl)c(=O)c1=O, O=C([O-])[O-], Cc1cccc(C(=O)NC(n2nnc3ccccc32)C(C)(C)C)c1. The product is Cc1cccc(C(=O)NC(Nc2c(Nc3cccnc3Cl)c(=O)c2=O)C(C)(C)C)c1. As a reaction SMILES: [K+:40].[K+:41].[NH2:25][c:26]1[c:27](=[O:39])[c:28](=[O:38])[c:29]1[NH:30][c:31]1[c:32]([Cl:37])[n:33][cH:34][cH:35][cH:36]1.[O-:42][C:43]([O-:44])=[O:45].[n:1]1([CH:10]([C:11]([CH3:12])([CH3:13])[CH3:14])[NH:15][C:16]([c:17]2[cH:18][c:19]([CH3:23])[cH:20][cH:21][cH:22]2)=[O:24])[c:2]2[cH:3][cH:4][cH:5][cH:6][c:7]2[n:8][n:9]1>>[CH:10]([C:11]([CH3:12])([CH3:13])[CH3:14])([NH:15][C:16]([c:17]1[cH:18][c:19]([CH3:23])[cH:20][cH:21][cH:22]1)=[O:24])[NH:25][c:26]1[c:27](=[O:39])[c:28](=[O:38])[c:29]1[NH:30][c:31]1[c:32]([Cl:37])[n:33][cH:34][cH:35][cH:36]1. The reactants are COc1ccc(Br)c2c1CN(C(=O)OC(C)(C)C)C(C=O)C2, CCCC[N+](CCCC)(CCCC)CCCC, CCOC(C)=O, [Cl-], [F-], O=[N+]([O-])CCc1cc(F)cc(F)c1, [Na+], C1CCOC1, O. Product: COc1ccc(Br)c2c1CN(C(=O)OC(C)(C)C)C(C(O)C(Cc1cc(F)cc(F)c1)[N+](=O)[O-])C2. Reaction SMILES: [Br:1][c:2]1[c:3]2[c:8]([c:9]([O:12][CH3:13])[cH:10][cH:11]1)[CH2:7][N:6]([C:14](=[O:15])[O:16][C:17]([CH3:18])([CH3:19])[CH3:20])[CH:5]([CH:21]=[O:22])[CH2:4]2.[CH2:37]([N+:38]([CH2:39][CH2:40][CH2:41][CH3:42])([CH2:43][CH2:44][CH2:45][CH3:46])[CH2:47][CH2:48][CH2:49][CH3:50])[CH2:51][CH2:52][CH3:53].[CH3:59][CH2:60][O:61][C:62](=[O:63])[CH3:64].[Cl-:67].[F-:36].[F:23][c:24]1[cH:25][c:26]([CH2:31][CH2:32][N+:33](=[O:34])[O-:35])[cH:27][c:28]([F:30])[cH:29]1.[Na+:66].[O:54]1[CH2:55][CH2:56][CH2:57][CH2:58]1.[OH2:65]>>[Br:1][c:2]1[c:3]2[c:8]([c:9]([O:12][CH3:13])[cH:10][cH:11]1)[CH2:7][N:6]([C:14](=[O:15])[O:16][C:17]([CH3:18])([CH3:19])[CH3:20])[CH:5]([CH:21]([OH:22])[CH:32]([CH2:31][c:26]1[cH:25][c:24]([F:23])[cH:29][c:28]([F:30])[cH:27]1)[N+:33](=[O:34])[O-:35])[CH2:4]2. Reported procedure: The 4′-fluoro-salicylanilide was prepared by condensing phenyl salicylate with 4-fluoroaniline then purified as described in Example 2a. The ligand mixture was then prepared from 4′-fluoro-salicylanilide and 1,1′-bi-2-naphthol using the procedure described in Example 5a. 31P NMR (121.77 MHz): several peaks between 117.1-117.7 ppm. Product: FC1=CC=C(NC(C=2C(O)=CC=CC2)=O)C=C1 (4′-fluoro-salicylanilide). As a reaction SMILES: [C:1]([O:10]C1C=CC=CC=1)(=O)[C:2]1[C:3](=[CH:5][CH:6]=[CH:7][CH:8]=1)[OH:4].[F:17][C:18]1[CH:24]=[CH:23][C:21]([NH2:22])=[CH:20][CH:19]=1>>[F:17][C:18]1[CH:24]=[CH:23][C:21]([NH:22][C:1](=[O:10])[C:2]2[C:3](=[CH:5][CH:6]=[CH:7][CH:8]=2)[OH:4])=[CH:20][CH:19]=1. Reactants: C(C=1C(O)=CC=CC1)(=O)OC1=CC=CC=C1 (phenyl salicylate), FC1=CC=C(N)C=C1 (4-fluoroaniline). Reactants: CO, COC1COCCC1=O, O=C[O-], [NH4+], O. Yields the product CNC1CCOCC1OC. As a reaction SMILES: [CH3:15][OH:16].[CH3:1][O:2][CH:3]1[CH2:4][O:5][CH2:6][CH2:7][C:8]1=[O:9].[CH:10]([O-:11])=[O:12].[NH4+:13].[OH2:14]>>[CH3:1][O:2][CH:3]1[CH2:4][O:5][CH2:6][CH2:7][CH:8]1[NH:13][CH3:10]. The reactants are Cl (HCl), C(\C=C/C(=O)O)(=O)O (maleic acid), C(CN)N (Ethylenediamine), [OH-].[Na+] (NaOH), steel. Solvent: O (water), O (water). Run at temperature 140 celsius. The product is C(CNC(CC(=O)O)C(=O)O)NC(CC(=O)O)C(=O)O (EDDS). RXN SMILES: [C:1]([OH:8])(=[O:7])/[CH:2]=[CH:3]\[C:4]([OH:6])=[O:5].[OH-:9].[Na+].[CH2:11]([NH2:14])[CH2:12][NH2:13].Cl>O>[CH2:11]([NH:14][CH:3]([C:4]([OH:6])=[O:5])[CH2:2][C:1]([OH:7])=[O:9])[CH2:12][NH:13][CH:2]([C:1]([OH:8])=[O:7])[CH2:3][C:4]([OH:6])=[O:5] |f:1.2|. Reported procedure: A beaker was charged with maleic acid (120.5 g, 1.03 mole); deionized water (120 g); and 50 percent aqueous NaOH (167 g, 2.08 mole). The mixture was stirred until dissolution occurred; the resulting solution was transferred to a 1-liter, stainless-steel autoclave, using 40 g deionized water as a rinse. Ethylenediamine (31.0 g, 0.51 mole) was added over a ten-minute period; and the autoclave was sealed. The mixture was stirred and heated at 140° C. for nine hours and then allowed to cool to ambie... Starting materials: CN(C)C(=[N+](C)C)ON1C2=C(C=CC=C2)N=N1.[B-](F)(F)(F)F (TBTU), C=1C=CC2=C(C1)N=NN2O (HOBT), CCN(C(C)C)C(C)C (DIPEA), N1=C(NC2=C1C=CC=C2)C(=O)O (benzimidazolecarboxylic acid), amine, O (water), acid. Solvent: CN(C)C=O (DMF), CN(C)C=O (DMF), CN(C)C=O (DMF). Conditions: time 3 hour. Product: N1=CC(=CC=C1)OC1=CC=C(C=C1)NC(=O)C1=NC2=C(N1)C=CC=C2C (N-[4-(pyridine-3-yloxy)phenyl]-4-methyl-1H-benzimidazole-2-carboxamide). As a reaction SMILES: [N:1]1[C:5]2[CH:6]=[CH:7][CH:8]=[CH:9][C:4]=2[NH:3][C:2]=1[C:10]([OH:12])=O.CN(C(ON1N=[N:28][C:23]2[CH:24]=[CH:25][CH:26]=[CH:27][C:22]1=2)=[N+](C)C)C.[B-](F)(F)(F)F.[CH:35]1[CH:36]=[CH:37]C2N(O)N=[N:41][C:39]=2[CH:40]=1.[CH3:45]CN(C(C)C)C(C)C.[OH2:54]>CN(C=O)C>[N:41]1[CH:37]=[CH:36][CH:35]=[C:40]([O:54][C:26]2[CH:27]=[CH:22][C:23]([NH:28][C:10]([C:2]3[NH:1][C:5]4[CH:6]=[CH:7][CH:8]=[C:9]([CH3:45])[C:4]=4[N:3]=3)=[O:12])=[CH:24][CH:25]=2)[CH:39]=1 |f:1.2|. Reported procedure: 0.064 mmol of benzimidazolecarboxylic acid 4f was dissolved in DMF together with 0.064 mmol of the amine 5b, a solution of TBTU (0.096 mmol) in DMF, HOBT (0.026 mmol) in DMF and 0.32 mmol of DIPEA were added successively, and the mixture was stirred at room temperature. After 3 hours, a further 0.3 eq. of acid was added, and the mixture was stirred for 2 hours. The reaction mixture was diluted with water, and the resulting precipitate was filtered off with suction and washed with water. Reactants: [Br-], CC[Mg+], CN(C)P(=O)(N(C)C)N(C)C, CCOCC, Cc1ccccc1, CSc1ccc(O)cc1, Cl. Yields the product CSc1ccc(O)c(C=O)c1. RXN SMILES: [Br-:1].[CH2:2]([Mg+:3])[CH3:4].[CH3:14][N:15]([P:16]([N:17]([CH3:18])[CH3:19])([N:20]([CH3:21])[CH3:22])=[O:23])[CH3:24].[CH3:26][CH2:27][O:28][CH2:29][CH3:30].[CH3:31][c:32]1[cH:33][cH:34][cH:35][cH:36][cH:37]1.[CH3:5][S:6][c:7]1[cH:8][cH:9][c:10]([OH:13])[cH:11][cH:12]1.[ClH:25]>>[CH3:5][S:6][c:7]1[cH:8][cH:9][c:10]([OH:13])[c:11]([CH:27]=[O:28])[cH:12]1. The reactants are BrC1=CC2=CN(N=C2C(=C1)CBr)COCC[Si](C)(C)C (5-bromo-7-(bromomethyl)-2-((2-(trimethylsilyl)ethoxy)methyl)-2H-indazole), OCC1(CCN(CC1)C(=O)OC(C)(C)C)C1=CC=CC=C1 (tert-butyl 4-(hydroxymethyl)-4-phenylpiperidine-1-carboxylate), [H-].[Na+] (sodium hydride). Solvent: CN(C=O)C (dimethylformamide). Conditions: temperature 0 celsius, time 15 minute. Yields the product BrC1=CC2=CN(N=C2C(=C1)COCC1(CCN(CC1)C(=O)OC(C)(C)C)C1=CC=CC=C1)COCC[Si](C)(C)C (tert-Butyl 4-(((5-bromo-2-((2-(trimethylsilyl)ethoxy)methyl)-2H-indazol-7-yl)methoxy)methyl)-4-phenylpiperidine-1-carboxylate). As a reaction SMILES: [Br:1][C:2]1[CH:10]=[C:9]([CH2:11]Br)[C:8]2[C:4](=[CH:5][N:6]([CH2:13][O:14][CH2:15][CH2:16][Si:17]([CH3:20])([CH3:19])[CH3:18])[N:7]=2)[CH:3]=1.[OH:21][CH2:22][C:23]1([C:36]2[CH:41]=[CH:40][CH:39]=[CH:38][CH:37]=2)[CH2:28][CH2:27][N:26]([C:29]([O:31][C:32]([CH3:35])([CH3:34])[CH3:33])=[O:30])[CH2:25][CH2:24]1.[H-].[Na+]>CN(C)C=O>[Br:1][C:2]1[CH:10]=[C:9]([CH2:11][O:21][CH2:22][C:23]2([C:36]3[CH:37]=[CH:38][CH:39]=[CH:40][CH:41]=3)[CH2:28][CH2:27][N:26]([C:29]([O:31][C:32]([CH3:34])([CH3:35])[CH3:33])=[O:30])[CH2:25][CH2:24]2)[C:8]2[C:4](=[CH:5][N:6]([CH2:13][O:14][CH2:15][CH2:16][Si:17]([CH3:20])([CH3:19])[CH3:18])[N:7]=2)[CH:3]=1 |f:2.3|. Reported procedure: A flask was charged with 5-bromo-7-(bromomethyl)-2-((2-(trimethylsilyl)ethoxy)methyl)-2H-indazole (0.61 g, 1.45 mmol), tert-butyl 4-(hydroxymethyl)-4-phenylpiperidine-1-carboxylate (0.444 g, 1.52 mmol), and dimethylformamide (5 mL). The reaction was cooled to 0° C. and treated with sodium hydride (0.073 g, 3.05 mmol) in several portions. After stirring for 15 min, the ice bath was removed and stirring continued for 15 min. The reaction was cooled to 0° C. and quenched by the cautious addition of... Reactants: COP(C)(=O)c1cc(Oc2ccc(C(F)(F)F)cc2Cl)ccc1[N+](=O)[O-], Cl. The product is CP(=O)(O)c1cc(Oc2ccc(C(F)(F)F)cc2Cl)ccc1[N+](=O)[O-]. Reaction SMILES: [CH3:1][P:2]([O:3][CH3:4])(=[O:5])[c:6]1[c:7]([N+:24](=[O:25])[O-:26])[cH:8][cH:9][c:10]([O:12][c:13]2[c:14]([Cl:23])[cH:15][c:16]([C:19]([F:20])([F:21])[F:22])[cH:17][cH:18]2)[cH:11]1.[ClH:27]>>[CH3:1][P:2](=[O:3])([OH:5])[c:6]1[c:7]([N+:24](=[O:25])[O-:26])[cH:8][cH:9][c:10]([O:12][c:13]2[c:14]([Cl:23])[cH:15][c:16]([C:19]([F:20])([F:21])[F:22])[cH:17][cH:18]2)[cH:11]1.